This data is from the Open Reaction Database (ORD), a public repository of structured organic reaction records. The task is: describe an organic reaction: reactants, conditions, products, and yield The reactants are FC=1C=C(C=CC1)C(=CC(C)C)C1=CC=2C(=NC=CC2)N1S(=O)(=O)C1=CC=CC=C1 (2-(1-(3-fluoro-phenyl)-3-methyl-but-1-enyl)-1-(phenylsulfonyl)-1H-pyrrolo[2,3-b]pyridine), [OH-].[Na+] (sodium hydroxide). The solvent is C(C)O (ethanol), O1CCCC1 (tetrahydrofuran). Reaction conditions: temperature 80 celsius, time 16 hour. The product is FC=1C=C(C=CC1)C(=CC(C)C)C1=CC=2C(=NC=CC2)N1 (2-(1-(3-fluoro-phenyl)-3-methyl-but-1-enyl)-1H-pyrrolo[2,3-b]pyridine). Isolated yield 69.0%. Reaction SMILES: [F:1][C:2]1[CH:3]=[C:4]([C:8]([C:13]2[N:21](S(C3C=CC=CC=3)(=O)=O)[C:16]3=[N:17][CH:18]=[CH:19][CH:20]=[C:15]3[CH:14]=2)=[CH:9][CH:10]([CH3:12])[CH3:11])[CH:5]=[CH:6][CH:7]=1.[OH-].[Na+]>C(O)C.O1CCCC1>[F:1][C:2]1[CH:3]=[C:4]([C:8]([C:13]2[NH:21][C:16]3=[N:17][CH:18]=[CH:19][CH:20]=[C:15]3[CH:14]=2)=[CH:9][CH:10]([CH3:12])[CH3:11])[CH:5]=[CH:6][CH:7]=1 |f:1.2|. Procedure: A solution of 2-(1-(3-fluoro-phenyl)-3-methyl-but-1-enyl)-1-(phenylsulfonyl)-1H-pyrrolo[2,3-b]pyridine (2.6 g, 6.2 mmol) in ethanol (8 mL) and tetrahydrofuran (15 mL) was treated with an aqueous sodium hydroxide solution (10%, 20 mL). The reaction was stirred at 80° C. for 16 h. At this time, the reaction mixture was cooled to 25° C. and the resulting precipitate was collected by filtration. The solids were washed with petroleum ether and diethyl ether and then dried under vacuum to afford 2-(1-... Reactants: CCCn1cc(Cc2ccc(C(=O)OC)cc2OC)c2cc(CC(C)C(=O)O)ccc21, ClCCl, O=C(Cl)C(=O)Cl. The product is CCCn1cc(Cc2ccc(C(=O)OC)cc2OC)c2cc(CC(C)C(=O)Cl)ccc21. Reaction SMILES: [C:7](=[O:8])([OH:9])[CH:10]([CH2:11][c:12]1[cH:13][c:14]2[c:15]([CH2:24][c:25]3[c:26]([O:35][CH3:36])[cH:27][c:28]([C:29](=[O:30])[O:31][CH3:32])[cH:33][cH:34]3)[cH:16][n:17]([CH2:21][CH2:22][CH3:23])[c:18]2[cH:19][cH:20]1)[CH3:37].[CH2:38]([Cl:39])[Cl:40].[Cl:1][C:2]([C:3]([Cl:4])=[O:5])=[O:6]>>[Cl:1][C:7](=[O:8])[CH:10]([CH2:11][c:12]1[cH:13][c:14]2[c:15]([CH2:24][c:25]3[c:26]([O:35][CH3:36])[cH:27][c:28]([C:29](=[O:30])[O:31][CH3:32])[cH:33][cH:34]3)[cH:16][n:17]([CH2:21][CH2:22][CH3:23])[c:18]2[cH:19][cH:20]1)[CH3:37]. Reaction SMILES: [CH3:16][CH2:17][OH:18].[Cl:1][c:2]1[cH:3][cH:4][c:5]([C:8](=[N:9][OH:10])[S:11][CH2:12][CH2:13][Cl:14])[cH:6][cH:7]1.[Na:15]>>[Cl:1][c:2]1[cH:3][cH:4][c:5]([C:8]2=[N:9][O:10][CH2:13][CH2:12][S:11]2)[cH:6][cH:7]1. The reactants are CCO, ON=C(SCCCl)c1ccc(Cl)cc1, [Na]. Yields the product Clc1ccc(C2=NOCCS2)cc1. Starting materials: CCOC(=O)c1ccc(N2CCC(N(C)C)C2)cc1, CCO, NN, O. Product: CN(C)C1CCN(c2ccc(C(=O)NN)cc2)C1. RXN SMILES: [CH3:1][N:2]([CH:3]1[CH2:4][N:5]([c:8]2[cH:9][cH:10][c:11]([C:12](=[O:13])[O:14][CH2:15][CH3:16])[cH:17][cH:18]2)[CH2:6][CH2:7]1)[CH3:19].[CH3:23][CH2:24][OH:25].[NH2:21][NH2:22].[OH2:20]>>[CH3:1][N:2]([CH:3]1[CH2:4][N:5]([c:8]2[cH:9][cH:10][c:11]([C:12](=[O:13])[NH:21][NH2:22])[cH:17][cH:18]2)[CH2:6][CH2:7]1)[CH3:19]. Starting materials: O=Cc1ccc(C(=O)O)cc1, C1CCNCC1, CCOC(=O)CC(=O)CCc1ccc(F)cc1, c1ccccc1. The product is CCOC(=O)C(=Cc1ccc(C(=O)O)cc1)C(=O)CCc1ccc(F)cc1. As a reaction SMILES: [C:1](=[O:2])([OH:3])[c:4]1[cH:5][cH:6][c:7]([CH:8]=[O:9])[cH:10][cH:11]1.[CH2:29]1[CH2:30][CH2:31][NH:32][CH2:33][CH2:34]1.[F:12][c:13]1[cH:14][cH:15][c:16]([CH2:19][CH2:20][C:21]([CH2:22][C:23](=[O:24])[O:25][CH2:26][CH3:27])=[O:28])[cH:17][cH:18]1.[cH:35]1[cH:36][cH:37][cH:38][cH:39][cH:40]1>>[C:1](=[O:2])([OH:3])[c:4]1[cH:5][cH:6][c:7]([CH:8]=[C:22]([C:21]([CH2:20][CH2:19][c:16]2[cH:15][cH:14][c:13]([F:12])[cH:18][cH:17]2)=[O:28])[C:23](=[O:24])[O:25][CH2:26][CH3:27])[cH:10][cH:11]1. Reactants: [Na+], CN(C)C=O, [OH-], O=P(Cl)(Cl)Cl, c1ccc2[nH]ccc2c1. The product is O=Cc1c[nH]c2ccccc12. RXN SMILES: [Na+:16].[O:17]=[CH:18][N:19]([CH3:20])[CH3:21].[OH-:15].[P:1]([Cl:2])([Cl:3])([Cl:4])=[O:5].[nH:6]1[cH:7][cH:8][c:9]2[cH:10][cH:11][cH:12][cH:13][c:14]12>>[nH:6]1[cH:7][c:8]([CH:18]=[O:17])[c:9]2[cH:10][cH:11][cH:12][cH:13][c:14]12. As a reaction SMILES: [F:1][C:2]1[CH:8]=[CH:7][CH:6]=[CH:5][C:3]=1[NH2:4].[Br:9]Br>>[BrH:9].[Br:9][C:7]1[CH:6]=[CH:5][C:3]([NH2:4])=[C:2]([F:1])[CH:8]=1 |f:2.3|. Product: Br.BrC1=CC(=C(N)C=C1)F (4-bromo-2-fluoroaniline hydrobromide salt). Procedure details: adding 2-fluoroaniline to a mixture of bromine and quaternary ammonium bromide in an inert solvent to produce 4-bromo-2-fluoroaniline hydrobromide salt as a precipitate in a mother liquor; The reactants are FC1=C(N)C=CC=C1 (2-fluoroaniline), BrBr (bromine), quaternary ammonium bromide. Starting materials: N1=CC=CC=C1 (pyridine), C(C)(=O)OCC (ethyl acetate), S(=O)(Cl)Cl (Thionyl chloride). Run at temperature 25 celsius. Product: desired salt, Cl.[Cl-].N1=CC=C(C=C1)[N+]1=CC=CC=C1 (N-[4-pyridyl] pyridinium chloride hydrochloride). RXN SMILES: C(O[CH2:5][CH3:6])(=O)C.S(Cl)([Cl:9])=O.[N:11]1[CH:16]=[CH:15][CH:14]=[CH:13][CH:12]=1>>[ClH:9].[Cl-:9].[N:11]1[CH:16]=[CH:15][C:14]([N+:11]2[CH:6]=[CH:5][CH:14]=[CH:13][CH:12]=2)=[CH:13][CH:12]=1 |f:3.4.5|. Procedure: In one embodiment of the present invention, a process for producing 4-dimethyl amino pyridine is provided. The process comprises initially charging ethyl acetate and pyridine, one by one, under agitation, and maintaining the pot temperature at 25±5° C. Thionyl chloride is then charged gradually while maintaining the temperature below 35° C. After the addition, the reaction mass is refluxed for 4 hours at 77-80° C. After refluxing, the ethyl acetate and unreacted thionyl chloride are distilled of... The reactants are CO, Cc1ccc(NC(=O)C2CC2)cc1[N+](=O)[O-], [H][H]. Product: Cc1ccc(NC(=O)C2CC2)cc1N. As a reaction SMILES: [CH3:19][OH:20].[CH3:1][c:2]1[c:3]([N+:14]([O-:15])=[O:16])[cH:4][c:5]([NH:8][C:9](=[O:10])[CH:11]2[CH2:12][CH2:13]2)[cH:6][cH:7]1.[H:17][H:18]>>[CH3:1][c:2]1[c:3]([NH2:14])[cH:4][c:5]([NH:8][C:9](=[O:10])[CH:11]2[CH2:12][CH2:13]2)[cH:6][cH:7]1. Reactants: solution, Cl (hydrogen chloride), CC=1C=NC=C(C1)C#CC1=CC=CC=C1 (3-methyl-5-phenylethynylpyridine). Run in C(C)OCC (diethyl ether), O1CCOCC1 (1,4-dioxane). Yields the product Cl.CC=1C=NC=C(C1)C#CC1=CC=CC=C1 (3-Methyl-5-phenylethynylpyridine hydrochloride). Isolated yield 100.0%. As a reaction SMILES: [ClH:1].[CH3:2][C:3]1[CH:4]=[N:5][CH:6]=[C:7]([C:9]#[C:10][C:11]2[CH:16]=[CH:15][CH:14]=[CH:13][CH:12]=2)[CH:8]=1>O1CCOCC1.C(OCC)C>[ClH:1].[CH3:2][C:3]1[CH:4]=[N:5][CH:6]=[C:7]([C:9]#[C:10][C:11]2[CH:16]=[CH:15][CH:14]=[CH:13][CH:12]=2)[CH:8]=1 |f:4.5|. Procedure: Add a 4 N solution of hydrogen chloride in 1,4-dioxane (0.6 mL) to a solution of 3-methyl-5-phenylethynylpyridine (0.398 g, 2.06 mmol), (prepared essentially as described in EXAMPLE 1), in diethyl ether (2 mL). Concentrate the reaction mixture and triturate the resulting solid with hexanes and diethyl ether to give the title compound as a solid (0.477 mg, 100%).